From a dataset of the Open Reaction Database (ORD), a public repository of structured organic reaction records. describe an organic reaction: reactants, conditions, products, and yield Starting materials: CN(CCCOC1=CC=C(C=C1)/C=C(/C(=O)OCC)\C)C (Ethyl E-3-[4-(3-dimethylaminopropoxy)phenyl)-2-methyl-propenoate), [OH-].[Na+] (sodium hydroxide). The solvent is CO (methanol). The product is CN(CCCOC1=CC=C(C=C1)/C=C(/C(=O)O)\C)C (E-3-[4-(3-Dimethylamino-propoxy)phenyl)-2-methyl-propenoic acid). Reaction SMILES: [CH3:1][N:2]([CH3:21])[CH2:3][CH2:4][CH2:5][O:6][C:7]1[CH:12]=[CH:11][C:10](/[CH:13]=[C:14](\[CH3:20])/[C:15]([O:17]CC)=[O:16])=[CH:9][CH:8]=1.[OH-].[Na+]>CO>[CH3:21][N:2]([CH3:1])[CH2:3][CH2:4][CH2:5][O:6][C:7]1[CH:8]=[CH:9][C:10](/[CH:13]=[C:14](\[CH3:20])/[C:15]([OH:17])=[O:16])=[CH:11][CH:12]=1 |f:1.2|. Reported procedure: 2 b) The ester from 2 a) was hydrolyzed in accordance with a standard method (sodium hydroxide in methanol). E-3-[4-(3-Dimethylamino-propoxy)phenyl)-2-methyl-propenoic acid was isolated.